From a dataset of the Open Reaction Database (ORD), a public repository of structured organic reaction records. describe an organic reaction: reactants, conditions, products, and yield Starting materials: ClC1=C(C=C(C=C1)NC(=O)C1=CC=C(C(=O)O)C=C1)C1=NC=CC=C1 (4-(4-chloro-3-(pyridin-2-yl)phenylcarbamoyl)benzoic acid), NC=1C=NC=CC1 (3-aminopyridine). Product: ClC1=C(C=C(C=C1)NC(C1=CC=C(C(=O)NC=2C=NC=CC2)C=C1)=O)C1=NC=CC=C1 (N1-(4-chloro-3-(pyridin-2-yl)phenyl)-N4-(pyridin-3-yl)terephthalamide). As a reaction SMILES: [Cl:1][C:2]1[CH:7]=[CH:6][C:5]([NH:8][C:9]([C:11]2[CH:19]=[CH:18][C:14]([C:15]([OH:17])=O)=[CH:13][CH:12]=2)=[O:10])=[CH:4][C:3]=1[C:20]1[CH:25]=[CH:24][CH:23]=[CH:22][N:21]=1.[NH2:26][C:27]1[CH:28]=[N:29][CH:30]=[CH:31][CH:32]=1>>[Cl:1][C:2]1[CH:7]=[CH:6][C:5]([NH:8][C:9](=[O:10])[C:11]2[CH:19]=[CH:18][C:14]([C:15]([NH:26][C:27]3[CH:28]=[N:29][CH:30]=[CH:31][CH:32]=3)=[O:17])=[CH:13][CH:12]=2)=[CH:4][C:3]=1[C:20]1[CH:25]=[CH:24][CH:23]=[CH:22][N:21]=1. Reported procedure: 320 mg of 4-chloro-3-(pyridin-2-yl)aniline was coupled to 400 mg of 4-(methoxycarbonyl)benzoic acid via Procedure G to give methyl 4-(4-chloro-3-(pyridin-2-yl)phenylcarbamoyl)benzoate. 4-(4-chloro-3-(pyridin-2-yl)phenylcarbamoyl)benzoate was then hydrolyzed via Procedure M to give 550 mg of 4-(4-chloro-3-(pyridin-2-yl)phenylcarbamoyl)benzoic acid. 50 mg of 4-(4-chloro-3-(pyridin-2-yl)phenylcarbamoyl)benzoic acid was coupled to 3-aminopyridine via Procedure G. The organic layer was evaporated to ... Reactants: CC(C)(C)[Si](C)(C)OC1(CC(O)CO)CCC1, CC(C)(C)O, C1CCOC1, [O-][I+3]([O-])([O-])[O-], [Na+], O, O. The product is CC(C)(C)[Si](C)(C)OC1(CC=O)CCC1. As a reaction SMILES: [C:1]([CH3:2])([CH3:3])([CH3:4])[Si:5]([O:6][C:7]1([CH2:11][CH:12]([CH2:13][OH:14])[OH:15])[CH2:8][CH2:9][CH2:10]1)([CH3:16])[CH3:17].[C:23]([OH:24])([CH3:25])([CH3:26])[CH3:27].[CH2:18]1[O:19][CH2:20][CH2:21][CH2:22]1.[I+3:29]([O-:30])([O-:31])([O-:32])[O-:33].[Na+:34].[OH2:28].[OH2:35]>>[C:1]([CH3:2])([CH3:3])([CH3:4])[Si:5]([O:6][C:7]1([CH2:11][CH:12]=[O:15])[CH2:8][CH2:9][CH2:10]1)([CH3:16])[CH3:17]. The reactants are C(C1=CC=CC=C1)OC(=O)C=1N=C(NC1COC12CC3CC(CC(C1)C3)C2)C2CCCCC2 (5-(Adamantan-1-yloxymethyl)-2-cyclohexyl-1H-imidazole-4-carboxylic Acid Benzyl Ester), C(C1=CC=CC=C1)OC(C1=CC(=CC=C1)N)=O (3-amino-benzoic acid benzyl ester). Reported procedure: The product of step d (0.76 g, 2.122 mmol) was reacted with 3-amino-benzoic acid benzyl ester (0.48 g, 2.12 mmol) according to the procedure of Example 20, step d. The crude material was purified by flash chromatography (silica, DCM/ethyl acetate 98:2, then 95:5) to afford colourless foam (786 mg, 65.5%). 1H NMR (300 MHz, CDCl3) 9.50 and 8.90 (1H, 2× br s), 8.15 (2H, m), 7.81 (1H, d), 7.40 (6H, m), 5.38 (2H, s), 4.98 (2H, br s), 2.71 (1H, m), 2.16 (3H, br s), 2.00 (2H, m), 1.85-1.24 (20H, m). Yield: 65.3%. RXN SMILES: C(O[C:9]([C:11]1[N:12]=[C:13]([CH:28]2[CH2:33][CH2:32][CH2:31][CH2:30][CH2:29]2)[NH:14][C:15]=1[CH2:16][O:17][C:18]12[CH2:27][CH:22]3[CH2:23][CH:24]([CH2:26][CH:20]([CH2:21]3)[CH2:19]1)[CH2:25]2)=[O:10])C1C=CC=CC=1.[CH2:34]([O:41][C:42](=[O:50])[C:43]1[CH:48]=[CH:47][CH:46]=[C:45]([NH2:49])[CH:44]=1)[C:35]1[CH:40]=[CH:39][CH:38]=[CH:37][CH:36]=1>>[CH2:34]([O:41][C:42](=[O:50])[C:43]1[CH:48]=[CH:47][CH:46]=[C:45]([NH:49][C:9]([C:11]2[N:12]=[C:13]([CH:28]3[CH2:33][CH2:32][CH2:31][CH2:30][CH2:29]3)[NH:14][C:15]=2[CH2:16][O:17][C:18]23[CH2:27][CH:22]4[CH2:21][CH:20]([CH2:26][CH:24]([CH2:23]4)[CH2:25]2)[CH2:19]3)=[O:10])[CH:44]=1)[C:35]1[CH:36]=[CH:37][CH:38]=[CH:39][CH:40]=1. Product: C(C1=CC=CC=C1)OC(C1=CC(=CC=C1)NC(=O)C=1N=C(NC1COC12CC3CC(CC(C1)C3)C2)C2CCCCC2)=O (3-{[5-(Adamantan-1-yloxymethyl)-2-cyclohexyl-1H-imidazole-4-carbonyl]-amino}-benzoic Acid Benzyl Ester). The solvent is Cl (hydrochloric acid). Procedure details: A mixture of 2-[(n-butylsulfonyl)methyl]-3-(n-butylsulfonyl)-propanoic acid, ethyl ester (1.0 g, 3.0 mmol) in 6N hydrochloric acid (20 mL) is refluxed overnight. The mixture is transferred to distilled water and extracted with ethyl acetate. The combined organic extracts are concentrated in vacuo to yield the title compound as a clear, colorless oil. The product is C(CCC)S(=O)(=O)CC(C(=O)O)CS(=O)(=O)CCCC (2-[(n-butylsulfonyl)methyl]-3-(n-butylsulfonyl)-propionic acid). Reactants: C(CCC)S(=O)(=O)CC(C(=O)OCC)CS(=O)(=O)CCCC (2-[(n-butylsulfonyl)methyl]-3-(n-butylsulfonyl)-propanoic acid, ethyl ester). As a reaction SMILES: [CH2:1]([S:5]([CH2:8][CH:9]([CH2:15][S:16]([CH2:19][CH2:20][CH2:21][CH3:22])(=[O:18])=[O:17])[C:10]([O:12]CC)=[O:11])(=[O:7])=[O:6])[CH2:2][CH2:3][CH3:4]>Cl>[CH2:1]([S:5]([CH2:8][CH:9]([CH2:15][S:16]([CH2:19][CH2:20][CH2:21][CH3:22])(=[O:18])=[O:17])[C:10]([OH:12])=[O:11])(=[O:6])=[O:7])[CH2:2][CH2:3][CH3:4]. The reactants are C(CCC)[Li] (butyllithium), FC1=CC=C(C=C1)C1=NC=C(C(C1/C=C/C=O)(C(C)C)C(C)C)CO ((E)-3-[2-(4-Fluorophenyl)-5-hydroxymethyl-4,4-diisopropyl-pyridin-3-yl]-prop-2-enal), [Cl-].[NH4+] (ammonium chloride), C(CC(=O)C)(=O)OC (methyl acetoacetate), [H-].[Na+] (sodium hydride). The reagents and catalysts are [Br-].[Zn+2].[Br-] (zinc bromide). The solvent is CCCCCC (hexane), O1CCCC1 (tetrahydrofuran), O1CCCC1 (tetrahydrofuran). Run at time 8 hour. The product is FC1=CC=C(C=C1)C1=NC(=C(C(=C1/C=C/C(CC(CC(=O)OC)=O)O)C(C)C)CO)C(C)C (Methyl (E)-7-[2-(4-fluorophenyl)-5-hydroxymethyl-4,6-diisopropyl-pyridine-3-yl]-5-hydroxy-3-oxo-hept-6-enoate). As a reaction SMILES: [C:1]([O:7][CH3:8])(=[O:6])[CH2:2][C:3]([CH3:5])=[O:4].[H-].[Na+].[CH2:11]([Li])[CH2:12][CH2:13]C.[F:16][C:17]1[CH:22]=[CH:21][C:20]([C:23]2[CH:28](/[CH:29]=[CH:30]/[CH:31]=[O:32])[C:27](C(C)C)([CH:33]([CH3:35])[CH3:34])[C:26]([CH2:39][OH:40])=[CH:25][N:24]=2)=[CH:19][CH:18]=1.[Cl-].[NH4+]>O1CCCC1.CCCCCC.[Br-].[Zn+2].[Br-]>[F:16][C:17]1[CH:22]=[CH:21][C:20]([C:23]2[C:28](/[CH:29]=[CH:30]/[CH:31]([OH:32])[CH2:5][C:3](=[O:4])[CH2:2][C:1]([O:7][CH3:8])=[O:6])=[C:27]([CH:33]([CH3:34])[CH3:35])[C:26]([CH2:39][OH:40])=[C:25]([CH:12]([CH3:13])[CH3:11])[N:24]=2)=[CH:19][CH:18]=1 |f:1.2,5.6,9.10.11|. Reported procedure: 0.5 ml (4.5 mmol) of methyl acetoacetate are added dropwise at 0° C.-5° C. under argon to a suspension of 0.15 g (5 mmol) of 80% pure sodium hydride in 6.5 ml of tetrahydrofuran p.a. After 15 minutes in each case, 3.65 ml (6 mmol) of 15% strength butyllithium in hexane are first added dropwise at 0° C. during the course of 10 minutes then a solution of 1.01 g (4.5 mmol) of dry zinc bromide in 4.5 ml of tetrahydrofuran and finally 0.51 g (1.5 mmol) of the compound from Example 123. The mixture is... Reactants: C(C)(C)(C)OC(=O)NC1CNC1 (3-tert-butoxycarbonylaminoazetidine), BrC=1SC(=C(N1)CC)C(=O)OC (methyl 2-bromo-4-ethyl-1,3-thiazole-5-carboxylate), C(C)(C)N(CC)C(C)C (diisopropylethylamine). Product: C(C)(C)(C)OC(=O)NC1CN(C1)C=1SC(=C(N1)CC)C(=O)OC (Methyl 2-{3-[(tert-butoxycarbonyl)amino]azetidin-1-yl}-4-ethyl-1,3-thiazole-5-carboxylate). Yield: 66.5%. Reaction SMILES: [C:1]([O:5][C:6]([NH:8][CH:9]1[CH2:12][NH:11][CH2:10]1)=[O:7])([CH3:4])([CH3:3])[CH3:2].Br[C:14]1[S:15][C:16]([C:21]([O:23][CH3:24])=[O:22])=[C:17]([CH2:19][CH3:20])[N:18]=1.C(N(C(C)C)CC)(C)C>>[C:1]([O:5][C:6]([NH:8][CH:9]1[CH2:10][N:11]([C:14]2[S:15][C:16]([C:21]([O:23][CH3:24])=[O:22])=[C:17]([CH2:19][CH3:20])[N:18]=2)[CH2:12]1)=[O:7])([CH3:4])([CH3:2])[CH3:3]. Procedure details: The same operation as in Example (217a) was performed using 3-tert-butoxycarbonylaminoazetidine (124 mg, 0.72 mmol), methyl 2-bromo-4-ethyl-1,3-thiazole-5-carboxylate obtained in Example (22c) (158 mg, 0.63 mmol) and diisopropylethylamine (0.21 mL, 1.20 mmol), to obtain 143 mg of the title compound as a white solid (66%).